describe an organic reaction: reactants, conditions, products, and yield From a dataset of the Open Reaction Database (ORD), a public repository of structured organic reaction records. Reaction SMILES: [Br:1][c:2]1[cH:3][n:4][c:5]2[cH:6][cH:7][cH:8][cH:9][c:10]2[c:11]1[Cl:12].[CH2:24]([O:25][CH:26]([OH:27])[CH3:28])[CH3:29].[OH2:23].[OH:13][CH:14]([CH2:15][NH2:16])[c:17]1[cH:18][cH:19][cH:20][cH:21][cH:22]1>>[Br:1][c:2]1[cH:3][n:4][c:5]2[cH:6][cH:7][cH:8][cH:9][c:10]2[c:11]1[NH:16][CH2:15][CH:14]([OH:13])[c:17]1[cH:18][cH:19][cH:20][cH:21][cH:22]1. The product is OC(CNc1c(Br)cnc2ccccc12)c1ccccc1. The reactants are Clc1c(Br)cnc2ccccc12, CCOC(C)O, O, NCC(O)c1ccccc1. The product is C(C1=CC=CC=C1)OC(NC(CC=1NC=NC1)C(N(C)C(CC1=CC=C(C=C1)OCC1=CC=CC=C1)C(NCC1(CCC1)C1=CC=CC=C1)=O)=O)=O ([1-{[2-(4-Benzyloxy-phenyl)-1-[(1-phenyl-cyclobutylmethyl)-carbamoyl]-ethyl}-methyl-carbamoyl)-2-(3H-imidazol-4-yl)-ethyl]-carbamic acid benzyl ester). Conditions: time 2 hour. Reported procedure: To a solution of [S-[R*,R*)]-[1-({2-(4-Benzyloxy-phenyl)-1-[(1-phenyl-cyclobutymethyl)-carbamoyl}-ethyl}-methyl-carbamoyl)-2-(1-trityl-1H-imidazol-4-yl)-ethyl]-carbamic acid benzyl ester (from Step 3, 1.28 g, 1.36 mmol) in methylene chloride (10 mL) was added TFA (10 mL). The solution was stirred at room temperature for 2 hours and concentrated. The residue was dissolved in ethyl acetate and the solution was washed with saturated NaHCO3, dried over MgSO4, filtered, and concentrated. The residue ... RXN SMILES: [CH2:1]([O:8][C:9](=[O:71])[NH:10][CH:11]([C:37](=[O:70])[N:38]([CH:40]([C:56](=[O:69])[NH:57][CH2:58][C:59]1([C:63]2[CH:68]=[CH:67][CH:66]=[CH:65][CH:64]=2)[CH2:62][CH2:61][CH2:60]1)[CH2:41][C:42]1[CH:47]=[CH:46][C:45]([O:48][CH2:49][C:50]2[CH:55]=[CH:54][CH:53]=[CH:52][CH:51]=2)=[CH:44][CH:43]=1)[CH3:39])[CH2:12][C:13]1[N:14]=[CH:15][N:16](C(C2C=CC=CC=2)(C2C=CC=CC=2)C2C=CC=CC=2)[CH:17]=1)[C:2]1[CH:7]=[CH:6][CH:5]=[CH:4][CH:3]=1.C(O)(C(F)(F)F)=O>C(Cl)Cl>[CH2:1]([O:8][C:9](=[O:71])[NH:10][CH:11]([C:37](=[O:70])[N:38]([CH:40]([C:56](=[O:69])[NH:57][CH2:58][C:59]1([C:63]2[CH:64]=[CH:65][CH:66]=[CH:67][CH:68]=2)[CH2:62][CH2:61][CH2:60]1)[CH2:41][C:42]1[CH:47]=[CH:46][C:45]([O:48][CH2:49][C:50]2[CH:51]=[CH:52][CH:53]=[CH:54][CH:55]=2)=[CH:44][CH:43]=1)[CH3:39])[CH2:12][C:13]1[NH:14][CH:15]=[N:16][CH:17]=1)[C:2]1[CH:7]=[CH:6][CH:5]=[CH:4][CH:3]=1. Solvent: C(Cl)Cl (methylene chloride). The reactants are C(C1=CC=CC=C1)OC(NC(CC=1N=CN(C1)C(C1=CC=CC=C1)(C1=CC=CC=C1)C1=CC=CC=C1)C(N(C)C(CC1=CC=C(C=C1)OCC1=CC=CC=C1)C(NCC1(CCC1)C1=CC=CC=C1)=O)=O)=O ([1-({2-(4-Benzyloxy-phenyl)-1-[(1-phenyl-cyclobutymethyl)-carbamoyl}-ethyl}-methyl-carbamoyl)-2-(1-trityl-1H-imidazol-4-yl)-ethyl]-carbamic acid benzyl ester), C(=O)(C(F)(F)F)O (TFA). Starting materials: FC(C1=CC=C(C=C1)CN)(F)F ((4-(trifluoromethyl)phenyl)methanamine), FC1=C(C=CC=C1)CCN (2-(2-fluorophenyl)ethanamine), C(C1=CC=CC=C1)(=O)NC=1C=C(C(=O)O)C=CN1 (2-benzamidoisonicotinic acid). The product is C(C1=CC=CC=C1)(=O)NC=1C=C(C(=O)NCCC2=C(C=CC=C2)F)C=CN1 (2-benzamido-N-[2-(2-fluorophenyl)ethyl]-isonicotinamide). Reaction SMILES: FC(F)(F)C1C=CC(CN)=CC=1.[F:13][C:14]1[CH:19]=[CH:18][CH:17]=[CH:16][C:15]=1[CH2:20][CH2:21][NH2:22].[C:23]([NH:31][C:32]1[CH:33]=[C:34]([CH:38]=[CH:39][N:40]=1)[C:35](O)=[O:36])(=[O:30])[C:24]1[CH:29]=[CH:28][CH:27]=[CH:26][CH:25]=1>>[C:23]([NH:31][C:32]1[CH:33]=[C:34]([CH:38]=[CH:39][N:40]=1)[C:35]([NH:22][CH2:21][CH2:20][C:15]1[CH:16]=[CH:17][CH:18]=[CH:19][C:14]=1[F:13])=[O:36])(=[O:30])[C:24]1[CH:25]=[CH:26][CH:27]=[CH:28][CH:29]=1. Procedure: Following the procedure as described in Example 1, making variations as required to replace (4-(trifluoromethyl)phenyl)methanamine with 2-(2-fluorophenyl)ethanamine to react with 2-benzamidoisonicotinic acid, 2-benzamido-N-[2-(2-fluorophenyl)ethyl]-isonicotinamide was obtained as a colorless 2H), 3.00 (t, J=7.0 Hz, 2H); MS (ES+) m/z 364.6 (M+1). Reactants: C(C=C)N1C=NC=C1 (1-Allylimidazole), C(CCCCCCC)Br (octyl bromide), C1(=CC=CC=C1)C (toluene). Solvent: C(C)#N (acetonitrile). Run at temperature 25 celsius, time 24 hour. The product is [Br-].C(CCCCCCC)[N+]1=CN(C=C1)CC=C (1-octyl-3-allylimidazolium bromide). Yield: 89.0%. Reaction SMILES: [CH2:1]([N:4]1[CH:8]=[CH:7][N:6]=[CH:5]1)[CH:2]=[CH2:3].[CH2:9]([Br:17])[CH2:10][CH2:11][CH2:12][CH2:13][CH2:14][CH2:15][CH3:16].C1(C)C=CC=CC=1>C(#N)C>[Br-:17].[CH2:9]([N+:6]1[CH:7]=[CH:8][N:4]([CH2:1][CH:2]=[CH2:3])[CH:5]=1)[CH2:10][CH2:11][CH2:12][CH2:13][CH2:14][CH2:15][CH3:16] |f:4.5|. Reported procedure: 1-Allylimidazole (1.0 mL: 0.009 mol) was ice-cooled, and octyl bromide (4.8 mL: 0.028 mol) was added thereto dropwise. After the dropwise addition, the temperature was gradually increased to 25° C., and subsequently stirring was carried out continuously for 24 hours. The product was a pale brown viscous liquid. This was added dropwise to 100 mL of toluene, and a viscous liquid that separated out was recovered and dried. The same procedure was repeated once more. The viscous liquid thus obtained ... Reactants: C(=O)C1=C(NC(=C1C)C)C(=O)OC (methyl 3-formyl-4,5-dimethylpyrrole-2-carboxylate), CS(=O)(=O)OCC=CC (2-butenyl methanesulfonate). Product: C(C=CC)N1C(=C(C(=C1C)C)C=O)C(=O)OC (Methyl 1-(2-butenyl)-3-formyl-4,5-dimethylpyrrole-2-carboxylate). RXN SMILES: [CH:1]([C:3]1[C:7]([CH3:8])=[C:6]([CH3:9])[NH:5][C:4]=1[C:10]([O:12][CH3:13])=[O:11])=[O:2].CS(O[CH2:19][CH:20]=[CH:21][CH3:22])(=O)=O>>[CH2:19]([N:5]1[C:6]([CH3:9])=[C:7]([CH3:8])[C:3]([CH:1]=[O:2])=[C:4]1[C:10]([O:12][CH3:13])=[O:11])[CH:20]=[CH:21][CH3:22]. Procedure details: The title compound (cis/trans=93/7) was prepared as a pale brown oil in 33.4% yeild in a similar procedure to that described in Referential Example 9 by using methyl 3-formyl-4,5-dimethylpyrrole-2-carboxylate and 2-butenyl methanesulfonate (cis/trans=96/4). Reactants: CCOC(=O)CBr, O=C1Nc2ccc(Br)cc2C12CCSCC2, O=C([O-])[O-], [Cs+], [Cs+], CN(C)C=O, O. The product is CCOC(=O)CN1C(=O)C2(CCSCC2)c2cc(Br)ccc21. RXN SMILES: [Br:23][CH2:24][C:25](=[O:26])[O:27][CH2:28][CH3:29].[Br:7][c:8]1[cH:9][c:10]2[c:14]([cH:15][cH:16]1)[NH:13][C:12](=[O:17])[C:11]21[CH2:18][CH2:19][S:20][CH2:21][CH2:22]1.[C:1](=[O:2])([O-:3])[O-:4].[Cs+:5].[Cs+:6].[O:31]=[CH:32][N:33]([CH3:34])[CH3:35].[OH2:30]>>[Br:7][c:8]1[cH:9][c:10]2[c:14]([cH:15][cH:16]1)[N:13]([CH2:24][C:25](=[O:26])[O:27][CH2:28][CH3:29])[C:12](=[O:17])[C:11]21[CH2:18][CH2:19][S:20][CH2:21][CH2:22]1. Reactants: C(=O)(O)[O-].[Na+] (NaHCO3), C(C)(C)N(C(C)C)CC (N,N-Diisopropylethylamine), Cl.Cl.C[Si](CCOCN1C=CC2=C1N=CN=C2C=2C=NN(C2)C2(CNC2)CC#N)(C)C ({3-[4-(7-{[2-(trimethylsilyl)ethoxy]methyl}-7H-pyrrolo[2,3-d]pyrimidin-4-yl)-1H-pyrazol-1-yl]azetidin-3-yl}acetonitrile dihydrochloride), ClC=1N=CC(=NC1)C(=O)NC1(CC1)C(F)(F)F (5-chloro-N-[1-(trifluoromethyl)cyclopropyl]pyrazine-2-carboxamide). Run in CN1CCCC1=O (NMP). Reaction conditions: temperature 125 celsius, time 2 hour. The product is C(#N)CC1(CN(C1)C=1N=CC(=NC1)C(=O)NC1(CC1)C(F)(F)F)N1N=CC(=C1)C=1C2=C(N=CN1)N(C=C2)COCC[Si](C)(C)C (5-{3-(cyanomethyl)-3-[4-(7-{[2-(trimethylsilyl)ethoxy]methyl}-7H-pyrrolo[2,3-d]pyrimidin-4-yl)-1H-pyrazol-1-yl]azetidin-1-yl}-N-[1-(trifluoromethyl)cyclopropyl]pyrazine-2-carboxamide). The yield is 100.6%. As a reaction SMILES: C(N(CC)C(C)C)(C)C.Cl.Cl.[CH3:12][Si:13]([CH3:40])([CH3:39])[CH2:14][CH2:15][O:16][CH2:17][N:18]1[C:22]2[N:23]=[CH:24][N:25]=[C:26]([C:27]3[CH:28]=[N:29][N:30]([C:32]4([CH2:36][C:37]#[N:38])[CH2:35][NH:34][CH2:33]4)[CH:31]=3)[C:21]=2[CH:20]=[CH:19]1.Cl[C:42]1[N:43]=[CH:44][C:45]([C:48]([NH:50][C:51]2([C:54]([F:57])([F:56])[F:55])[CH2:53][CH2:52]2)=[O:49])=[N:46][CH:47]=1.C([O-])(O)=O.[Na+]>CN1C(=O)CCC1>[C:37]([CH2:36][C:32]1([N:30]2[CH:31]=[C:27]([C:26]3[C:21]4[CH:20]=[CH:19][N:18]([CH2:17][O:16][CH2:15][CH2:14][Si:13]([CH3:39])([CH3:12])[CH3:40])[C:22]=4[N:23]=[CH:24][N:25]=3)[CH:28]=[N:29]2)[CH2:33][N:34]([C:42]2[N:43]=[CH:44][C:45]([C:48]([NH:50][C:51]3([C:54]([F:57])([F:56])[F:55])[CH2:52][CH2:53]3)=[O:49])=[N:46][CH:47]=2)[CH2:35]1)#[N:38] |f:1.2.3,5.6|. Procedure: N,N-Diisopropylethylamine (0.71 mL, 4.1 mmol) was added to a mixture of {3-[4-(7-{[2-(trimethylsilyl)ethoxy]methyl}-7H-pyrrolo[2,3-d]pyrimidin-4-yl)-1H-pyrazol-1-yl]azetidin-3-yl}acetonitrile dihydrochloride (0.70 g, 1.4 mmol) and 5-chloro-N-[1-(trifluoromethyl)cyclopropyl]pyrazine-2-carboxamide (0.36 g, 1.4 mmol) in NMP (5.0 mL). The reaction mixture was stirred at 125° C. for 2 h. The reaction mixture was worked up with saturated aqueous NaHCO3, and extracted with dichloromethylene (3×20 mL). ... Reactants: CCO, O=C(C1CCCCC1)N1CCN(Cc2ccccc2)CC1, Cl, [H][H], [Pd]. Yields the product O=C(C1CCCCC1)N1CCNCC1, Cl. Reaction SMILES: [CH3:25][CH2:26][OH:27].[CH:1]1([C:7](=[O:8])[N:9]2[CH2:10][CH2:11][N:12]([CH2:15][c:16]3[cH:17][cH:18][cH:19][cH:20][cH:21]3)[CH2:13][CH2:14]2)[CH2:2][CH2:3][CH2:4][CH2:5][CH2:6]1.[ClH:22].[H:23][H:24].[Pd:28]>>[CH:1]1([C:7](=[O:8])[N:9]2[CH2:10][CH2:11][NH:12][CH2:13][CH2:14]2)[CH2:2][CH2:3][CH2:4][CH2:5][CH2:6]1.[ClH:22]. Product: ClC=1C(=NC(=NC1)SC)C(O)C1=C(C=CC=C1)OC(F)F ([5-chloro-2-(methylsulfanyl)pyrimidin-4-yl][2-(difluoromethoxy)phenyl]methanol). Conditions: temperature 130 celsius, time 15 minute. As a reaction SMILES: [F:1][CH:2]([F:12])[O:3][C:4]1[CH:11]=[CH:10][CH:9]=[CH:8][C:5]=1[CH:6]=[O:7].[Cl:13][C:14]1[C:15](C(O)=O)=[N:16][C:17]([S:20][CH3:21])=[N:18][CH:19]=1>C1(OC)C=CC=CC=1>[Cl:13][C:14]1[C:15]([CH:6]([C:5]2[CH:8]=[CH:9][CH:10]=[CH:11][C:4]=2[O:3][CH:2]([F:12])[F:1])[OH:7])=[N:16][C:17]([S:20][CH3:21])=[N:18][CH:19]=1. Reported procedure: A mixture of 780 mg of 2-(difluoromethoxy)benzaldehyde and 300 mg of 5-chloro-2-(methylsulfanyl)pyrimidine-4-carboxylic acid 1 in 15 ml of anisole is microwave-heated at 130° C. for 45 min and then again for 15 min and again at 140° C. for 15 min. 160 mg of 5-chloro-2-(methylsulfanyl)pyrimidine-4-carboxylic acid 1 is then added and the mixture is again heated at 130° C. for 30 min. The mixture is concentrated under vacuum and purified on 40 g of silica, elution being carried out with 0-10% of et... The reactants are FC(OC1=C(C=O)C=CC=C1)F (2-(difluoromethoxy)benzaldehyde), ClC=1C(=NC(=NC1)SC)C(=O)O (5-chloro-2-(methylsulfanyl)pyrimidine-4-carboxylic acid), ClC=1C(=NC(=NC1)SC)C(=O)O (5-chloro-2-(methylsulfanyl)pyrimidine-4-carboxylic acid). Run in C1(=CC=CC=C1)OC (anisole). Yield: 54.9%. Run at temperature 65 celsius, time 8 hour. Isolated yield 81.0%. Reactants: F (Hydrofluoric acid), [Si](C)(C)(C(C)(C)C)OC1=CC=C(C2=C1N=C(O2)C2=CC(=C(C=C2)O[Si](C)(C)C(C)(C)C)F)C=C (([tert-butyl(dimethyl)silyl]oxy}-2-(4-{[tert-butyl(dimethyl)sily]oxy}-3-fluorophenyl)-7-vinyl-1,3-benzoxazole), C1CCOC1 (THF), C(C)#N (acetonitrile). Product: FC=1C=C(C=CC1O)C=1OC2=C(N1)C=C(C=C2C=C)O (2-(3-Fluoro-4-hydroxyphenyl)-7-vinyl-1,3-benzoxazol-5-ol). As a reaction SMILES: F.[Si](O[C:10]1[C:15]2[N:16]=[C:17]([C:19]3[CH:24]=[CH:23][C:22]([O:25][Si](C(C)(C)C)(C)C)=[C:21]([F:33])[CH:20]=3)[O:18][C:14]=2[C:13]([CH:34]=[CH2:35])=[CH:12][CH:11]=1)(C(C)(C)C)(C)C.C1C[O:39]CC1.C(#N)C>O>[F:33][C:21]1[CH:20]=[C:19]([C:17]2[O:18][C:14]3[C:13]([CH:34]=[CH2:35])=[CH:12][C:11]([OH:39])=[CH:10][C:15]=3[N:16]=2)[CH:24]=[CH:23][C:22]=1[OH:25]. Procedure details: Hydrofluoric acid (48 wt. % in water, 1 mL) was added into a solution of 5-{([tert-butyl(dimethyl)silyl]oxy}-2-(4-{[tert-butyl(dimethyl)sily]oxy}-3-fluorophenyl)-7-vinyl-1,3-benzoxazole (1.5 g, 3.0 mmol), THF (6 mL) and acetonitrile (3 mL). The reaction mixture was stirred at 65° C. for 8 h, and then poured into water. The precipitated solid was filtered off and dried. Crystallization of the product from acetone/ethyl ether gave a white solid (0.72 g, 81% yield, m.p. 249–251° C.); MS m/e 272 (M+... The solvent is O (water).